Dataset: the Open Reaction Database (ORD), a public repository of structured organic reaction records. Task: describe an organic reaction: reactants, conditions, products, and yield Starting materials: CI, COc1cccc2cc(-c3ccncc3)oc12, CCC(C)=O. Product: COc1cccc2cc(-c3cc[n+](C)cc3)oc12, [I-]. Reaction SMILES: [CH3:18][I:19].[CH3:1][O:2][c:3]1[cH:4][cH:5][cH:6][c:7]2[cH:8][c:9](-[c:12]3[cH:13][cH:14][n:15][cH:16][cH:17]3)[o:10][c:11]12.[CH3:20][C:21](=[O:22])[CH2:23][CH3:24]>>[CH3:1][O:2][c:3]1[cH:4][cH:5][cH:6][c:7]2[cH:8][c:9](-[c:12]3[cH:13][cH:14][n+:15]([CH3:18])[cH:16][cH:17]3)[o:10][c:11]12.[I-:19]. Starting materials: CC1=C(O)C=C(C(=C1)O)C (2,5-dimethylhydroquinone), BrCCCCOCCOCCOC (1-bromo-5,8,11-trioxadodecane), [OH-].[Na+] (sodium hydroxide), aqueous solution. Reagents/catalysts: [Br-].C(CCC)[N+](CCCC)(CCCC)CCCC (tetrabutylammonium bromide). Run in ClC1=CC=CC=C1 (chlorobenzene). Product: CC1=C(C=C(C(=C1)OCCCCOCCOCCOC)C)OCCCCOCCOCCOC (1,4-dimethyl-2,5-bis(5,8,11-trioxadodecyloxy)benzene). As a reaction SMILES: [CH3:1][C:2]1[CH:8]=[C:7]([OH:9])[C:6]([CH3:10])=[CH:5][C:3]=1[OH:4].Br[CH2:12][CH2:13][CH2:14][CH2:15][O:16][CH2:17][CH2:18][O:19][CH2:20][CH2:21][O:22][CH3:23].[OH-:24].[Na+]>ClC1C=CC=CC=1.[Br-].C([N+](CCCC)(CCCC)CCCC)CCC>[CH3:10][C:6]1[CH:5]=[C:3]([O:4][CH2:12][CH2:13][CH2:14][CH2:15][O:16][CH2:17][CH2:18][O:19][CH2:20][CH2:21][O:22][CH3:23])[C:2]([CH3:1])=[CH:8][C:7]=1[O:9][CH2:12][CH2:13][CH2:14][CH2:15][O:24][CH2:17][CH2:18][O:19][CH2:20][CH2:21][O:22][CH3:23] |f:2.3,5.6|. Reported procedure: 10 mmol of 2,5-dimethylhydroquinone in 25 mL of chlorobenzene, 20 mmol of 1-bromo-5,8,11-trioxadodecane, 20 mmol of sodium hydroxide in the form of a 50% aqueous solution are reacted in the presence of a phase transfer catalyst, tetrabutylammonium bromide. The 1,4-dimethyl-2,5-bis(5,8,11-trioxadodecyloxy)benzene thus obtained is purified by chromatography. 1,4-bis(Bromomethyl-2,5-bis(5,8,11-trioxadodecyloxy)benzene is obtained by treatment with two equivalents of N-bromosuccinimide. Duplicative ... The reactants are C=CCc1cccc(C(C)(C)C)c1O, CO. Yields the product CCCc1cccc(C(C)(C)C)c1O. RXN SMILES: [CH2:1]([CH:2]=[CH2:3])[c:4]1[c:5]([OH:14])[c:6]([C:10]([CH3:11])([CH3:12])[CH3:13])[cH:7][cH:8][cH:9]1.[CH3:15][OH:16]>>[CH2:1]([CH2:2][CH3:3])[c:4]1[c:5]([OH:14])[c:6]([C:10]([CH3:11])([CH3:12])[CH3:13])[cH:7][cH:8][cH:9]1. Reactants: Cl.CC1=CC=C2NC=C(CCN)C2=C1 (5-methyltryptamine hydrochloride), COC1=C(C2=CC=CC=C2C=C1)CC=O ((2-methoxy-1-naphthyl)-acetaldehyde). Solvent: C(C)O (ethyl alcohol). Product: Cl.CC=1C=C2C3=C(NC2=CC1)C(NCC3)CC3=C(C=CC1=CC=CC=C31)OC ((±)6-methyl-1-(1-(2-methoxy-naphthalenyl)methyl)1,2,3,4-tetrahydro-9H-pyrido[3,4-b]-indole hydrochloride). As a reaction SMILES: [ClH:1].[CH3:2][C:3]1[CH:14]=[C:13]2[C:6]([NH:7][CH:8]=[C:9]2[CH2:10][CH2:11][NH2:12])=[CH:5][CH:4]=1.[CH3:15][O:16][C:17]1[CH:26]=[CH:25][C:24]2[C:19](=[CH:20][CH:21]=[CH:22][CH:23]=2)[C:18]=1[CH2:27][CH:28]=O>C(O)C>[ClH:1].[CH3:2][C:3]1[CH:14]=[C:13]2[C:6](=[CH:5][CH:4]=1)[NH:7][C:8]1[CH:28]([CH2:27][C:18]3[C:19]4[C:24](=[CH:23][CH:22]=[CH:21][CH:20]=4)[CH:25]=[CH:26][C:17]=3[O:16][CH3:15])[NH:12][CH2:11][CH2:10][C:9]2=1 |f:0.1,4.5|. Procedure details: To a stirred solution of 5-methyltryptamine hydrochloride (947 mg, 4.49 mmol.) in 20 mL of ethyl alcohol was added (2-methoxy-1-naphthyl)-acetaldehyde (1.0 g, 4.99 mmol.). The solution was heated to reflux under nitrogen atmosphere for 40 hours. The reaction mixture was cooled to ambient temperature and the crude product isolated by filtration. Recrystallization from ethyl alcohol/2-butanone afforded product as a pale solid (705 mg). (mp. 245.3° C.). Starting materials: COC(=O)CBr, O=S([O-])c1ccc(Cl)cc1, [Na+], CN(C)C=O, O. Product: COC(=O)CS(=O)(=O)c1ccc(Cl)cc1. As a reaction SMILES: [Br:1][CH2:2][C:3](=[O:4])[O:5][CH3:6].[Cl:7][c:8]1[cH:9][cH:10][c:11]([S:14](=[O:15])[O-:16])[cH:12][cH:13]1.[Na+:17].[O:18]=[CH:19][N:20]([CH3:21])[CH3:22].[OH2:23]>>[CH2:2]([C:3](=[O:4])[O:5][CH3:6])[S:14]([c:11]1[cH:10][cH:9][c:8]([Cl:7])[cH:13][cH:12]1)(=[O:15])=[O:16]. The reactants are BrCCCCC (1-bromopentane), IC1=CC=C(C=C1)O (4-iodophenol), BrCCCCC (1-bromopentane), C([O-])([O-])=O.[K+].[K+] (potassium carbonate). The solvent is CC(=O)C (acetone). Yields the product C(CCCC)OC1=CC=C(C=C1)I (4-n-pentyloxyiodobenzene). Isolated yield 90.2%. As a reaction SMILES: [I:1][C:2]1[CH:7]=[CH:6][C:5]([OH:8])=[CH:4][CH:3]=1.Br[CH2:10][CH2:11][CH2:12][CH2:13][CH3:14].C(=O)([O-])[O-].[K+].[K+]>CC(C)=O>[CH2:10]([O:8][C:5]1[CH:6]=[CH:7][C:2]([I:1])=[CH:3][CH:4]=1)[CH2:11][CH2:12][CH2:13][CH3:14] |f:2.3.4|. Reported procedure: A mixture of 4-iodophenol (6.6 g), 1-bromopentane (4.5 g), anhydrous potassium carbonate (13.8 g) and acetone (100 ml) was stirred at reflux for 24 hours, with the additions of a further quantity of 1-bromopentane after 4 hours (4.5 g) and 8 hours (4.5 g). The acetone was removed by evaporation. The residue was triturated with water (50 ml) and extracted with ether (3×30 ml). The organic extracts were combined, dried (MgSO4) and evaporated. The residue, a colourless oil, was distilled at 160° C.... The reactants are NC1CCOCC1, CSc1ncc2cc(-c3cc(-c4ncc[nH]4)ccc3C)c(=O)n(C)c2n1. Yields the product Cc1ccc(-c2ncc[nH]2)cc1-c1cc2cnc(NC3CCOCC3)nc2n(C)c1=O. As a reaction SMILES: [NH2:27][CH:28]1[CH2:29][CH2:30][O:31][CH2:32][CH2:33]1.[nH:1]1[c:2](-[c:6]2[cH:7][cH:8][c:9]([CH3:26])[c:10](-[c:12]3[cH:13][c:14]4[c:15]([n:16][c:17]([S:20][CH3:21])[n:18][cH:19]4)[n:22]([CH3:25])[c:23]3=[O:24])[cH:11]2)[n:3][cH:4][cH:5]1>>[nH:1]1[c:2](-[c:6]2[cH:7][cH:8][c:9]([CH3:26])[c:10](-[c:12]3[cH:13][c:14]4[c:15]([n:16][c:17]([NH:27][CH:28]5[CH2:29][CH2:30][O:31][CH2:32][CH2:33]5)[n:18][cH:19]4)[n:22]([CH3:25])[c:23]3=[O:24])[cH:11]2)[n:3][cH:4][cH:5]1.